Dataset: the Open Reaction Database (ORD), a public repository of structured organic reaction records. Task: describe an organic reaction: reactants, conditions, products, and yield Starting materials: C(C)(C)(C)OC(=O)N1CC(C1)C1=NC2=CC=CC=C2C=C1C1=CC=CC=C1 (3-(3-phenyl-quinolin-2-yl)-azetidine-1-carboxylic acid tert-butyl ester), Cl.CO (HCl MeOH). Reaction conditions: time 30 minute. Yields the product Cl.N1CC(C1)C1=NC2=CC=CC=C2C=C1C1=CC=CC=C1 (2-azetidin-3-yl-3-phenyl-quinoline hydrochloride). Isolated yield 100.0%. RXN SMILES: C(OC([N:8]1[CH2:11][CH:10]([C:12]2[C:21]([C:22]3[CH:27]=[CH:26][CH:25]=[CH:24][CH:23]=3)=[CH:20][C:19]3[C:14](=[CH:15][CH:16]=[CH:17][CH:18]=3)[N:13]=2)[CH2:9]1)=O)(C)(C)C.[ClH:28].CO>>[ClH:28].[NH:8]1[CH2:9][CH:10]([C:12]2[C:21]([C:22]3[CH:27]=[CH:26][CH:25]=[CH:24][CH:23]=3)=[CH:20][C:19]3[C:14](=[CH:15][CH:16]=[CH:17][CH:18]=3)[N:13]=2)[CH2:11]1 |f:1.2,3.4|. Reported procedure: A mixture of 3-(3-phenyl-pyridin-2-yl)-azetidine-1-carboxylic acid tert-butyl ester (99) (216 mg, 0.60 mmol) in 4 M HCl/MeOH solution (10 mL) was stirred at RT. for 30 min. Then the solvent was evaporated at 40° C. to give 2-azetidin-3-yl-3-phenyl-pyridine (100) (177 mg, 100% yield) as a yellow solid. Reactants: CCCCOc1ccc(C(=O)O)nc1, O=S(Cl)Cl, c1ccccc1. Product: CCCCOc1ccc(C(=O)O)nc1, [Cl-]. As a reaction SMILES: [CH2:1]([CH2:2][CH2:3][CH3:4])[O:5][c:6]1[cH:7][cH:8][c:9]([C:12](=[O:13])[OH:14])[n:10][cH:11]1.[S:15]([Cl:16])([Cl:17])=[O:18].[cH:19]1[cH:20][cH:21][cH:22][cH:23][cH:24]1>>[CH2:1]([CH2:2][CH2:3][CH3:4])[O:5][c:6]1[cH:7][cH:8][c:9]([C:12](=[O:13])[OH:14])[n:10][cH:11]1.[Cl-:17].